Dataset: the Open Reaction Database (ORD), a public repository of structured organic reaction records. Task: describe an organic reaction: reactants, conditions, products, and yield Starting materials: COC1CCCCC1O, N#Cc1c(N)cccc1F. Product: COC1CCCCC1Oc1cccc(N)c1C#N. RXN SMILES: [CH3:1][O:2][CH:3]1[CH:4]([OH:9])[CH2:5][CH2:6][CH2:7][CH2:8]1.[NH2:10][c:11]1[c:12]([C:13]#[N:14])[c:15]([F:19])[cH:16][cH:17][cH:18]1>>[CH3:1][O:2][CH:3]1[CH:4]([O:9][c:15]2[c:12]([C:13]#[N:14])[c:11]([NH2:10])[cH:18][cH:17][cH:16]2)[CH2:5][CH2:6][CH2:7][CH2:8]1. The reactants are C1=CCNC1, ClCCl, O=C(Cl)OCc1ccccc1. The product is O=C(OCc1ccccc1)N1CC=CC1. RXN SMILES: [CH2:1]1[NH:2][CH2:3][CH:4]=[CH:5]1.[Cl:17][CH2:18][Cl:19].[Cl:6][C:7](=[O:8])[O:9][CH2:10][c:11]1[cH:12][cH:13][cH:14][cH:15][cH:16]1>>[CH2:1]1[N:2]([C:7](=[O:8])[O:9][CH2:10][c:11]2[cH:12][cH:13][cH:14][cH:15][cH:16]2)[CH2:3][CH:4]=[CH:5]1. Starting materials: O=C([O-])[O-], CN1CCN(C)C1=O, Cc1ccccc1, Cc1ccc(Cl)cc1, [Cu], [K+], [K+], Oc1cccc2cccnc12, Oc1ccc(-c2ccccc2)cc1. The product is Cc1ccc(Oc2ccc(-c3ccccc3)cc2)cc1. RXN SMILES: [C:22](=[O:23])([O-:24])[O-:25].[CH3:28][N:29]1[CH2:30][CH2:31][N:32]([CH3:33])[C:34]1=[O:35].[CH3:48][c:49]1[cH:50][cH:51][cH:52][cH:53][cH:54]1.[Cl:14][c:15]1[cH:16][cH:17][c:18]([CH3:21])[cH:19][cH:20]1.[Cu:36].[K+:26].[K+:27].[OH:37][c:38]1[cH:39][cH:40][cH:41][c:42]2[c:43]1[n:44][cH:45][cH:46][cH:47]2.[c:1]1(-[c:7]2[cH:8][cH:9][c:10]([OH:13])[cH:11][cH:12]2)[cH:2][cH:3][cH:4][cH:5][cH:6]1>>[c:1]1(-[c:7]2[cH:8][cH:9][c:10]([O:13][c:15]3[cH:16][cH:17][c:18]([CH3:21])[cH:19][cH:20]3)[cH:11][cH:12]2)[cH:2][cH:3][cH:4][cH:5][cH:6]1. Reactants: [Ag+], CCO, [K+], O=[N+]([O-])[O-], Cc1cc(CCCCCOc2ccc(C3=NCCO3)cc2C=O)on1, [OH-], O. The product is Cc1cc(CCCCCOc2ccc(C3=NCCO3)cc2C(=O)O)on1. As a reaction SMILES: [Ag+:36].[CH3:29][CH2:30][OH:31].[K+:27].[N+:32]([O-:33])([O-:34])=[O:35].[O:1]1[C:2]([c:6]2[cH:7][c:8]([CH:24]=[O:25])[c:9]([O:10][CH2:11][CH2:12][CH2:13][CH2:14][CH2:15][c:16]3[cH:17][c:18]([CH3:21])[n:19][o:20]3)[cH:22][cH:23]2)=[N:3][CH2:4][CH2:5]1.[OH-:26].[OH2:28]>>[O:1]1[C:2]([c:6]2[cH:7][c:8]([C:24](=[O:25])[OH:26])[c:9]([O:10][CH2:11][CH2:12][CH2:13][CH2:14][CH2:15][c:16]3[cH:17][c:18]([CH3:21])[n:19][o:20]3)[cH:22][cH:23]2)=[N:3][CH2:4][CH2:5]1. Reactants: ClC1=CC=C2C(=CC=NC2=C1)N[C@@H]1CC[C@@H](CC1)N (cis-N-(7-chloroquinolin-4-yl)cyclohexane-1,4-diamine), BrC1=CC(=CC(=C1)F)F (1-bromo-3,5-difluorobenzene), C1(=CC=CC=C1)P(C1=C(C2=CC=CC=C2C=C1)C1=C(C=CC2=CC=CC=C12)P(C1=CC=CC=C1)C1=CC=CC=C1)C1=CC=CC=C1 (2,2′-bis(diphenylphosphino)-1,1′-binaphtyl), sodium-tert-btoxide. The reagents and catalysts are C=1C=CC(=CC1)/C=C/C(=O)/C=C/C2=CC=CC=C2.C=1C=CC(=CC1)/C=C/C(=O)/C=C/C2=CC=CC=C2.C=1C=CC(=CC1)/C=C/C(=O)/C=C/C2=CC=CC=C2.[Pd].[Pd] (Pd2(dba)3). The product is ClC1=CC=C2C(=CC=NC2=C1)N[C@@H]1CC[C@@H](CC1)NC1=CC(=CC(=C1)F)F (cis-N-(7-chloroquinolin-4-yl)-N′-(3,5-difluorophenyl)cyclohexane-1,4-diamine), bis trifluoroacetic acid. Reaction SMILES: [Cl:1][C:2]1[CH:11]=[C:10]2[C:5]([C:6]([NH:12][C@H:13]3[CH2:18][CH2:17][C@@H:16]([NH2:19])[CH2:15][CH2:14]3)=[CH:7][CH:8]=[N:9]2)=[CH:4][CH:3]=1.Br[C:21]1[CH:26]=[C:25]([F:27])[CH:24]=[C:23]([F:28])[CH:22]=1.C1(P(C2C=CC=CC=2)C2C=CC3C(=CC=CC=3)C=2C2C3C(=CC=CC=3)C=CC=2P(C2C=CC=CC=2)C2C=CC=CC=2)C=CC=CC=1>C1C=CC(/C=C/C(/C=C/C2C=CC=CC=2)=O)=CC=1.C1C=CC(/C=C/C(/C=C/C2C=CC=CC=2)=O)=CC=1.C1C=CC(/C=C/C(/C=C/C2C=CC=CC=2)=O)=CC=1.[Pd].[Pd]>[Cl:1][C:2]1[CH:11]=[C:10]2[C:5]([C:6]([NH:12][C@H:13]3[CH2:14][CH2:15][C@@H:16]([NH:19][C:21]4[CH:26]=[C:25]([F:27])[CH:24]=[C:23]([F:28])[CH:22]=4)[CH2:17][CH2:18]3)=[CH:7][CH:8]=[N:9]2)=[CH:4][CH:3]=1 |f:3.4.5.6.7|. Reported procedure: A mixture of example 23A (30 mg, 0.11 mmol), 1-bromo-3,5-difluorobenzene (25 mg, 0.132 mmol), Pd2(dba)3 (1 mg, 0.001 mmol), 2,2′-bis(diphenylphosphino)-1,1′-binaphtyl (1.6 mg, 002 mmol) and sodium-tert-btoxide (14 mg, 0.132 mmol) was heated for 15 hours in ethyleneglycoldimethylether, concentrated and the residue was purified with high throughput HPLC system to provide the desired compound as its bis trifluoroacetic acid salt. MS (ESI(+)Q1MS m/z 388 (M+H)+); 1H NMR (300 MHz, DMSO-D6) δ ppm 8.91 ... Reactants: ClC=1C=C(C=CC1F)C(CC(C(F)(F)F)=O)=O (1-(3-chloro-4-fluoro-phenyl)-4,4,4-trifluoro-butane-1,3-dione), 3-chloro-4-fluoro-acetophenone, NC1=NNC=C1C=1C=NC=CC1 (3-amino-4-(3-pyridinyl)-pyrazole). Product: ClC=1C=C(C=CC1F)C1=NC=2N(C(=C1)C(F)(F)F)N=CC2C=2C=NC=CC2 (5-(3-Chloro-4-fluoro-phenyl)-3-pyridin-3-yl-7-trifluoromethyl-pyrazolo[1,5-a]pyrimidine). The yield is 68.7%. RXN SMILES: [Cl:1][C:2]1[CH:3]=[C:4]([C:9](=O)[CH2:10][C:11](=O)[C:12]([F:15])([F:14])[F:13])[CH:5]=[CH:6][C:7]=1[F:8].[NH2:18][C:19]1[C:23]([C:24]2[CH:25]=[N:26][CH:27]=[CH:28][CH:29]=2)=[CH:22][NH:21][N:20]=1>>[Cl:1][C:2]1[CH:3]=[C:4]([C:9]2[CH:10]=[C:11]([C:12]([F:15])([F:14])[F:13])[N:20]3[N:21]=[CH:22][C:23]([C:24]4[CH:25]=[N:26][CH:27]=[CH:28][CH:29]=4)=[C:19]3[N:18]=2)[CH:5]=[CH:6][C:7]=1[F:8]. Procedure details: Reaction of 1-(3-chloro-4-fluoro-phenyl)-4,4,4-trifluoro-butane-1,3-dione (269 mg, 1.0 mmol), prepared from commercially available 3-chloro-4-fluoro-acetophenone according to general procedure A, and 3-amino-4-(3-pyridinyl)-pyrazole [CAS No. 40545-68-2; prepared from 3-cyanomethyl-pyridine as described in Bioorg. Med. Chem. Lett. 12 (2002) 3537-3541] (160 mg, 1.0 mmol) according to general procedure B yielded the title compound as a yellow solid (270 mg, 69%). MS (ISP) 393.1 [(M+H)+]; mp 190° C. Starting materials: O=C([O-])[O-], ClCCl, CN1CC2CC1CN2, Cc1nsc(Cl)n1, [K+], [K+], C1CCOC1. Product: Cc1nsc(N2CC3CC2CN3C)n1. As a reaction SMILES: [C:16](=[O:17])([O-:18])[O-:19].[CH2:27]([Cl:28])[Cl:29].[CH3:8][N:9]1[CH:10]2[CH2:11][NH:12][CH:13]([CH2:14]1)[CH2:15]2.[Cl:1][c:2]1[n:3][c:4]([CH3:7])[n:5][s:6]1.[K+:20].[K+:21].[O:22]1[CH2:23][CH2:24][CH2:25][CH2:26]1>>[c:2]1([N:12]2[CH2:11][CH:10]3[N:9]([CH3:8])[CH2:14][CH:13]2[CH2:15]3)[n:3][c:4]([CH3:7])[n:5][s:6]1. Starting materials: OC1=CC=C(C=C1)C1C(CN(CC1)C(=O)OC(C)(C)C)OCC1=CC=C2CCC(N(C2=C1)CCCOC)=O (tert-butyl 4-(4-hydroxyphenyl)-3-[1-(3-methoxypropyl)-2-oxo-1,2,3,4-tetrahydroquinolin-7-ylmethoxy]piperidine-1-carboxylate), BrCCCOC1=C(C=CC=C1)Cl (1-(3-bromopropoxy)-2-chlorobenzene). The product is ClC1=C(OCCCOC2=CC=C(C=C2)C2C(CN(CC2)C(=O)OC(C)(C)C)OCC2=CC=C3CCC(N(C3=C2)CCCOC)=O)C=CC=C1 (tert-Butyl 4-{4-[3-(2-chlorophenoxy)propoxy]phenyl}-3-[1-(3-methoxypropyl)-2-oxo-1,2,3,4-tetrahydroquinolin-7-ylmethoxy]piperidine-1-carboxylate). As a reaction SMILES: [OH:1][C:2]1[CH:7]=[CH:6][C:5]([CH:8]2[CH2:13][CH2:12][N:11]([C:14]([O:16][C:17]([CH3:20])([CH3:19])[CH3:18])=[O:15])[CH2:10][CH:9]2[O:21][CH2:22][C:23]2[CH:32]=[C:31]3[C:26]([CH2:27][CH2:28][C:29](=[O:38])[N:30]3[CH2:33][CH2:34][CH2:35][O:36][CH3:37])=[CH:25][CH:24]=2)=[CH:4][CH:3]=1.Br[CH2:40][CH2:41][CH2:42][O:43][C:44]1[CH:49]=[CH:48][CH:47]=[CH:46][C:45]=1[Cl:50]>>[Cl:50][C:45]1[CH:46]=[CH:47][CH:48]=[CH:49][C:44]=1[O:43][CH2:42][CH2:41][CH2:40][O:1][C:2]1[CH:7]=[CH:6][C:5]([CH:8]2[CH2:13][CH2:12][N:11]([C:14]([O:16][C:17]([CH3:19])([CH3:20])[CH3:18])=[O:15])[CH2:10][CH:9]2[O:21][CH2:22][C:23]2[CH:32]=[C:31]3[C:26]([CH2:27][CH2:28][C:29](=[O:38])[N:30]3[CH2:33][CH2:34][CH2:35][O:36][CH3:37])=[CH:25][CH:24]=2)=[CH:4][CH:3]=1. Reported procedure: Analogously to Method I, 0.100 g of tert-butyl 4-(4-hydroxyphenyl)-3-[1-(3-methoxypropyl)-2-oxo-1,2,3,4-tetrahydroquinolin-7-ylmethoxy]piperidine-1-carboxylate (Example 44d) and 0.062 g of 1-(3-bromopropoxy)-2-chlorobenzene are used to prepare the title compound. Rf=0.27 (2:1 EtOAc-heptane); Rt=6.07.